Task: describe an organic reaction: reactants, conditions, products, and yield. Dataset: the Open Reaction Database (ORD), a public repository of structured organic reaction records Reactants: O1CC1 (oxirane), F[C@]12S(C(C(=N[C@@]1(C1=C(OCC2)C=CC(=C1)[N+](=O)[O-])C)N(C(OC(C)(C)C)=O)C(=O)OC(C)(C)C)(C)C)(=O)=O (tert-butyl N-[(4aR,11bR)-4a-fluoro-3,3,11b-trimethyl-10-nitro-4,4-dioxo-5,6-dihydro-[1]benzoxepino[4,5-b][1,4]thiazin-2-yl]-N-tert-butoxycarbonyl-carbamate), F[C@]12S(C(C(=N[C@@]1(C1=C(OCC2)C=CC(=C1)[N+](=O)[O-])C)N(C(OC(C)(C)C)=O)C(=O)OC(C)(C)C)(C)C)(=O)=O (tert-butyl N-[(4aR,11bR)-4a-fluoro-3,3,11b-trimethyl-10-nitro-4,4-dioxo-5,6-dihydro-[1]benzoxepino[4,5-b][1,4]thiazin-2-yl]-N-tert-butoxycarbonyl-carbamate), [Li+].C[Si](C)(C)[N-][Si](C)(C)C (LHMDS). Run in C1CCOC1 (THF). Reaction conditions: temperature -78 celsius, time 40 minute. Yields the product F[C@]12S(C(C(=N[C@@]1(C1=C(OCC2)C=CC(=C1)[N+](=O)[O-])C)NC(OC(C)(C)C)=O)(C)C)(=O)=O (tert-butyl ((4aR,11bR)-4a-fluoro-3,3,11b-trimethyl-10-nitro-4,4-dioxido-4a,5,6,11b-tetrahydro-3H-benzo[6,7]oxepino[4,5-b][1,4]thiazin-2-yl)carbamate). Isolated yield 40.2%. As a reaction SMILES: [F:1][C@@:2]12[CH2:12][CH2:11][O:10][C:9]3[CH:13]=[CH:14][C:15]([N+:17]([O-:19])=[O:18])=[CH:16][C:8]=3[C@@:7]1([CH3:20])[N:6]=[C:5]([N:21](C(OC(C)(C)C)=O)[C:22](=[O:28])[O:23][C:24]([CH3:27])([CH3:26])[CH3:25])[C:4]([CH3:37])([CH3:36])[S:3]2(=[O:39])=[O:38].[Li+].C[Si]([N-][Si](C)(C)C)(C)C.O1CC1>C1COCC1>[F:1][C@@:2]12[CH2:12][CH2:11][O:10][C:9]3[CH:13]=[CH:14][C:15]([N+:17]([O-:19])=[O:18])=[CH:16][C:8]=3[C@@:7]1([CH3:20])[N:6]=[C:5]([NH:21][C:22](=[O:28])[O:23][C:24]([CH3:25])([CH3:26])[CH3:27])[C:4]([CH3:37])([CH3:36])[S:3]2(=[O:39])=[O:38] |f:1.2|. Procedure: To an oven dried flask was added tert-butyl N-[(4aR,11bR)-4a-fluoro-3,3,11b-trimethyl-10-nitro-4,4-dioxo-5,6-dihydro-[1]benzoxepino[4,5-b][1,4]thiazin-2-yl]-N-tert-butoxycarbonyl-carbamate (See procedure for Intermediate 24, Step 1) (0.260 g, 0.475 mmol) and THF (3.17 mL). The resulting mixture was cooled to −78° C. and LHMDS (1 M in THF; 0.712 mL, 0.712 mmol) was added and the mixture was stirred for 40 minutes and then oxirane (7.91 mL, 9.50 mmol) was added. The dry ice/acetone bath was remove... The reactants are O1C2=C(C=C1)C=C(C=C2)CCC(=O)C2=C(C=C(C=C2O)C)O[C@H]2[C@H](O)[C@@H](O)[C@H](O)[C@H](O2)CO (3-(5-benzo[b]furanyl)-2'-(β-D-glucopyranosyloxy)-6'-hydroxy-4'-methylpropiophenone), ClC(=O)OC (methyl chloroformate), ice. Run in N1=C(C=C(C=C1C)C)C (2,4,6-collidine). Run at temperature 0 celsius, time 23 hour. Product: O1C2=C(C=C1)C=C(C=C2)CCC(=O)C2=C(C=C(C=C2O)C)O[C@H]2[C@H](O)[C@@H](O)[C@H](O)[C@H](O2)COC(=O)OC (3-(5-benzo[b]furanyl)-2'-(6-O-methoxycarbonyl-β-D-glucopyranosyloxy)-6'-hydroxy-4'-methylpropiophenone). The yield is 81.1%. RXN SMILES: [O:1]1[CH:5]=[CH:4][C:3]2[CH:6]=[C:7]([CH2:10][CH2:11][C:12]([C:14]3[C:19]([OH:20])=[CH:18][C:17]([CH3:21])=[CH:16][C:15]=3[O:22][C@@H:23]3[O:31][C@H:30]([CH2:32][OH:33])[C@@H:28]([OH:29])[C@H:26]([OH:27])[C@H:24]3[OH:25])=[O:13])[CH:8]=[CH:9][C:2]1=2.Cl[C:35]([O:37][CH3:38])=[O:36]>N1C(C)=CC(C)=CC=1C>[O:1]1[CH:5]=[CH:4][C:3]2[CH:6]=[C:7]([CH2:10][CH2:11][C:12]([C:14]3[C:19]([OH:20])=[CH:18][C:17]([CH3:21])=[CH:16][C:15]=3[O:22][C@@H:23]3[O:31][C@H:30]([CH2:32][O:33][C:35]([O:37][CH3:38])=[O:36])[C@@H:28]([OH:29])[C@H:26]([OH:27])[C@H:24]3[OH:25])=[O:13])[CH:8]=[CH:9][C:2]1=2. Procedure: To a solution of 3-(5-benzo[b]furanyl)-2'-(β-D-glucopyranosyloxy)-6'-hydroxy-4'-methylpropiophenone (10 g) in 2,4,6-collidine (100 ml) is added dropwise methyl chloroformate (10.31 g) at 0° C., and the mixture is stirred at 0° C. for 23 hours. The reaction mixture is poured into ice-10% hydrochloric acid (300 ml--300 ml), and the mixture is extracted with ethyl acetate (350 ml). The organic layer is washed with water, a saturated aqueous sodium hydrogen carbonate solution, and a saturated sodium... The reactants are O=C[C@@H](O)[C@H](O)[C@H](O)CO (D-arabinose), N1C=NC=C1 (imidazole), C(C)(C)(C)[Si](C1=CC=CC=C1)(C1=CC=CC=C1)Cl (tert-butylchlorodiphenylsilane). Solvent: CN(C)C=O (DMF), CCOC(=O)C (EtOAc). Reaction conditions: time 2 hour. Yields the product [Si](C1=CC=CC=C1)(C1=CC=CC=C1)(C(C)(C)C)OC[C@@H]1C([C@@H]([C@@H](O1)O)O)O ((2R,3S,5R)-5-[[tert-butyl(diphenyl)silyl]oxymethyl]tetrahydrofuran-2,3,4-triol). The yield is 25.7%. As a reaction SMILES: [O:1]=[CH:2][C@H:3]([C@@H:5]([C@@H:7]([CH2:9][OH:10])[OH:8])[OH:6])[OH:4].N1C=CN=C1.[C:16]([Si:20](Cl)([C:27]1[CH:32]=[CH:31][CH:30]=[CH:29][CH:28]=1)[C:21]1[CH:26]=[CH:25][CH:24]=[CH:23][CH:22]=1)([CH3:19])([CH3:18])[CH3:17]>CN(C=O)C.CCOC(C)=O>[Si:20]([O:1][CH2:2][C@H:3]1[O:4][C@@H:9]([OH:10])[C@@H:7]([OH:8])[CH:5]1[OH:6])([C:16]([CH3:19])([CH3:18])[CH3:17])([C:27]1[CH:28]=[CH:29][CH:30]=[CH:31][CH:32]=1)[C:21]1[CH:26]=[CH:25][CH:24]=[CH:23][CH:22]=1. Procedure details: To a stirred solution of D-arabinose (50 g, 0.33 mol) in DMF (500 mL) was added imidazole (45 g, 0.66 mol) and tert-butylchlorodiphenylsilane (109 g, 0.4 mol). After being stirred at room temperature for 2 hours, the resulting solution was diluted with EtOAc (2000 mL), washed with water, brine and dried over Na2SO4. The organic layer was concentrated in vacuo and the residue was purified by column chromatography on silica gel (eluting with 1:11 EtOAc in petroleum ether) to afford 33 g of (2R,3S,... The reactants are B(OC)(OC)OC (trimethyl borate), BrC1=C(C=CC=C1)O (2-Bromophenol), Cl (HCl). The solvent is C1CCOC1 (THF). Run at temperature 0 celsius. The product is OC1=C(C=CC=C1)B(O)O (2-hydroxybenzeneboronic acid). Yield: 95.3%. RXN SMILES: Br[C:2]1[CH:7]=[CH:6][CH:5]=[CH:4][C:3]=1[OH:8].[B:9](OC)([O:12]C)[O:10]C.Cl>C1COCC1>[OH:8][C:3]1[CH:4]=[CH:5][CH:6]=[CH:7][C:2]=1[B:9]([OH:12])[OH:10]. Procedure details: Part B: 2-Bromophenol (10.0 g, 57.8 mmol) was dissolved in dry THF (100 ml) in a dry 250 ml flask flushed with nitrogen. The mixture was chilled in a dry ice/2-propanol bath, n-butyl lithium (51 ml of a 2.5M solution in hexanes, 127.2 mmol) was added then the cooling bath was exchanged for an ice-water bath. The reaction was stirred for an hour at 0° C. then trimethyl borate (6.9 ml, 60.7 mmol) was added to the slurry which became homogeneous after a few minutes. The mixture was stirred at room ...